Dataset: the Open Reaction Database (ORD), a public repository of structured organic reaction records. Task: describe an organic reaction: reactants, conditions, products, and yield Starting materials: N=1C(=CN2C1SC1=C2C=CC=C1)CO (imidazo[2,1-b]-benzthiazole-2-methanol). The reagents and catalysts are O=[Mn]=O (MnO2). Solvent: C(Cl)Cl (methylene chloride). Run at time 24 hour. Product: C(=O)C=1N=C2SC3=C(N2C1)C=CC=C3 (2-Formyl-Imidazo[2,1-b]-benzthiazole). As a reaction SMILES: [N:1]1[C:2]([CH2:13][OH:14])=[CH:3][N:4]2[C:8]3[CH:9]=[CH:10][CH:11]=[CH:12][C:7]=3[S:6][C:5]=12>C(Cl)Cl.O=[Mn]=O>[CH:13]([C:2]1[N:1]=[C:5]2[N:4]([CH:3]=1)[C:8]1[CH:9]=[CH:10][CH:11]=[CH:12][C:7]=1[S:6]2)=[O:14]. Procedure: To a stirred solution of imidazo[2,1-b]-benzthiazole-2-methanol (2.04 g, 10 mmol) in methylene chloride (200 ml), activated MnO2 (15 g, excess) was added. The reaction mixture was stirred at room temperature for 24 h and filtered through a pad of celite. The reaction mixture was concentrated and the product was purified by silica gel column chromatography by eluting it with 75% ethyl acetate; hexane. Brown solid; Yield: 800 mg, 40%; M+H 203.